This data is from the Open Reaction Database (ORD), a public repository of structured organic reaction records. The task is: describe an organic reaction: reactants, conditions, products, and yield The reactants are CC(C(O)(C=1N=CN(C1)C(C1=CC=CC=C1)(C1=CC=CC=C1)C1=CC=CC=C1)C=1C=C(C=CC1)C1=CC=C(C=C1)C(F)(F)F)C (2-methyl-1-[4′-(trifluoromethyl)[1,1′-biphenyl]-3-yl]-1-(1-trityl-1H-imidazol-4-yl)-1-propanol), Cl.N1=CC=CC=C1 (pyridine hydrochloride). The product is N1C=NC(=C1)C(C(C)C)(O)C=1C=C(C=CC1)C1=CC=C(C=C1)C(F)(F)F (1-(1H-imidazol-4-yl)-2-methyl-1-[4′-(trifluoromethyl)[1,1′-biphenyl]-3-yl]-1-propanol). The yield is 85.9%. Reaction SMILES: [CH3:1][CH:2]([CH3:45])[C:3]([C:29]1[CH:30]=[C:31]([C:35]2[CH:40]=[CH:39][C:38]([C:41]([F:44])([F:43])[F:42])=[CH:37][CH:36]=2)[CH:32]=[CH:33][CH:34]=1)([C:5]1[N:6]=[CH:7][N:8](C(C2C=CC=CC=2)(C2C=CC=CC=2)C2C=CC=CC=2)[CH:9]=1)[OH:4].Cl.N1C=CC=CC=1>>[NH:8]1[CH:9]=[C:5]([C:3]([C:29]2[CH:30]=[C:31]([C:35]3[CH:40]=[CH:39][C:38]([C:41]([F:42])([F:43])[F:44])=[CH:37][CH:36]=3)[CH:32]=[CH:33][CH:34]=2)([OH:4])[CH:2]([CH3:45])[CH3:1])[N:6]=[CH:7]1 |f:1.2|. Procedure details: By the reaction in the same manner as in Example 4-(iii) using 2-methyl-1-[4′-(trifluoromethyl)[1,1′-biphenyl]-3-yl]-1-(1-trityl-1H-imidazol-4-yl)-1-propanol (2.55 g) and pyridine hydrochloride (831 mg), the title compound (1.31 g) was obtained as colorless needle crystals. The reactants are solution, Cl (hydrogen chloride), COC=1C=C(C=CC1)CCC1=C(OC[C@@H]2CN(CCC2)C)C=CC=C1 ((S)-3-{2-[2-(3-methoxyphenyl)ethyl]phenoxymethyl}-1-methylpiperidine). Run in O1CCOCC1 (dioxane), O1CCOCC1 (dioxane). Product: Cl.COC=1C=C(C=CC1)CCC1=C(OC[C@@H]2CN(CCC2)C)C=CC=C1 ((S)-3-{2-[2-(3-Methoxyphenyl)ethyl]phenoxymethyl}-1-methylpiperidine hydrochloride). The yield is 59.0%. As a reaction SMILES: [CH3:1][O:2][C:3]1[CH:4]=[C:5]([CH2:9][CH2:10][C:11]2[CH:25]=[CH:24][CH:23]=[CH:22][C:12]=2[O:13][CH2:14][C@H:15]2[CH2:20][CH2:19][CH2:18][N:17]([CH3:21])[CH2:16]2)[CH:6]=[CH:7][CH:8]=1.[ClH:26]>O1CCOCC1>[ClH:26].[CH3:1][O:2][C:3]1[CH:4]=[C:5]([CH2:9][CH2:10][C:11]2[CH:25]=[CH:24][CH:23]=[CH:22][C:12]=2[O:13][CH2:14][C@H:15]2[CH2:20][CH2:19][CH2:18][N:17]([CH3:21])[CH2:16]2)[CH:6]=[CH:7][CH:8]=1 |f:3.4|. Procedure details: 1.80 g of (S)-3-{2-[2-(3-methoxyphenyl)ethyl]phenoxymethyl}-1-methylpiperidine [prepared as described in step (a) above], was dissolved in 10 ml of dioxane, and 1.5 ml of a 4N solution of hydrogen chloride in dioxane was added to the solution, which was then concentrated by distillation under reduced pressure. The resulting oil was dissolved in 25 ml of ethyl acetate, and the solution was allowed to stand at room temperature. The crystals which precipitated were collected by filtration and dried...